This data is from the Open Reaction Database (ORD), a public repository of structured organic reaction records. The task is: describe an organic reaction: reactants, conditions, products, and yield Reactants: CC#N, COC(=O)c1c(Cl)cccc1CBr, c1ccc(P(c2ccccc2)c2ccccc2)cc1. Yields the product [Br-], COC(=O)c1c(Cl)cccc1C[P+](c1ccccc1)(c1ccccc1)c1ccccc1. RXN SMILES: [CH3:33][C:34]#[N:35].[Cl:1][c:2]1[c:3]([C:4](=[O:5])[O:6][CH3:7])[c:8]([CH2:12][Br:13])[cH:9][cH:10][cH:11]1.[c:14]1([P:20]([c:21]2[cH:22][cH:23][cH:24][cH:25][cH:26]2)[c:27]2[cH:28][cH:29][cH:30][cH:31][cH:32]2)[cH:15][cH:16][cH:17][cH:18][cH:19]1>>[Br-:13].[Cl:1][c:2]1[c:3]([C:4](=[O:5])[O:6][CH3:7])[c:8]([CH2:12][P+:20]([c:14]2[cH:15][cH:16][cH:17][cH:18][cH:19]2)([c:21]2[cH:22][cH:23][cH:24][cH:25][cH:26]2)[c:27]2[cH:28][cH:29][cH:30][cH:31][cH:32]2)[cH:9][cH:10][cH:11]1. Starting materials: NC1=C(C=NN1CCC1=CC=CC=C1)C(=O)O (5-amino-1-(2-phenylethyl)-1H-pyrazole-4-carboxylic acid), NC(=O)N (urea). Run in O (water). Run at temperature 180 celsius. Product: OC1=NC(=C2C(=N1)N(N=C2)CCC2=CC=CC=C2)O (6-Hydroxy-1-(2-phenylethyl)-1H-pyrazolo[3,4-d]pyrimidin-4-ol). Yield: 105.0%. As a reaction SMILES: [NH2:1][C:2]1[N:6]([CH2:7][CH2:8][C:9]2[CH:14]=[CH:13][CH:12]=[CH:11][CH:10]=2)[N:5]=[CH:4][C:3]=1[C:15]([OH:17])=O.[NH2:18][C:19](N)=[O:20]>O>[OH:20][C:19]1[N:1]=[C:2]2[N:6]([CH2:7][CH2:8][C:9]3[CH:10]=[CH:11][CH:12]=[CH:13][CH:14]=3)[N:5]=[CH:4][C:3]2=[C:15]([OH:17])[N:18]=1. Procedure details: A mixture of 5-amino-1-(2-phenylethyl)-1H-pyrazole-4-carboxylic acid (1.87 g, 8.1 mmol) and urea (1.46 g, 24 mmol) was heated at 180° C. for 5 h, cooled and the resulting solid suspended in boiling water, filtered and washed with water to give the impure title compound (2.18 g, 105%,) as a cream solid. Reactants: C#CC1CC1, CC(Nc1nc(OC2CC2)c2nc(Cl)ccc2n1)c1ccc(S(N)(=O)=O)cc1, [Cu]I, CN(C)C=O, O, Cl[Pd]Cl, c1ccc(P(c2ccccc2)c2ccccc2)cc1, c1ccc(P(c2ccccc2)c2ccccc2)cc1. Product: CC(Nc1nc(OC2CC2)c2nc(C#CC3CC3)ccc2n1)c1ccc(S(N)(=O)=O)cc1. As a reaction SMILES: [C:29](#[CH:30])[CH:31]1[CH2:32][CH2:33]1.[Cl:1][c:2]1[cH:3][cH:4][c:5]2[n:6][c:7]([NH:16][CH:17]([CH3:18])[c:19]3[cH:20][cH:21][c:22]([S:25](=[O:26])(=[O:27])[NH2:28])[cH:23][cH:24]3)[n:8][c:9]([O:12][CH:13]3[CH2:14][CH2:15]3)[c:10]2[n:11]1.[Cu:81][I:82].[O:35]=[CH:36][N:37]([CH3:38])[CH3:39].[OH2:34].[Pd:40]([Cl:41])[Cl:42].[c:43]1([P:44]([c:45]2[cH:46][cH:47][cH:48][cH:49][cH:50]2)[c:51]2[cH:52][cH:53][cH:54][cH:55][cH:56]2)[cH:57][cH:58][cH:59][cH:60][cH:61]1.[c:62]1([P:63]([c:64]2[cH:65][cH:66][cH:67][cH:68][cH:69]2)[c:70]2[cH:71][cH:72][cH:73][cH:74][cH:75]2)[cH:76][cH:77][cH:78][cH:79][cH:80]1>>[c:2]1([C:30]#[C:29][CH:31]2[CH2:32][CH2:33]2)[cH:3][cH:4][c:5]2[n:6][c:7]([NH:16][CH:17]([CH3:18])[c:19]3[cH:20][cH:21][c:22]([S:25](=[O:26])(=[O:27])[NH2:28])[cH:23][cH:24]3)[n:8][c:9]([O:12][CH:13]3[CH2:14][CH2:15]3)[c:10]2[n:11]1.